The task is: describe an organic reaction: reactants, conditions, products, and yield. This data is from the Open Reaction Database (ORD), a public repository of structured organic reaction records. Reactants: C[S-], CCOC(C)=O, Cc1[nH]c(C(=O)NC2CCN(c3ccnc(Cl)n3)CC2)c(Cl)c1Cl, [Na+], CN(C)C=O, O. The product is CSc1nccc(N2CCC(NC(=O)c3[nH]c(C)c(Cl)c3Cl)CC2)n1. As a reaction SMILES: [CH3:25][S-:26].[CH3:33][CH2:34][O:35][C:36]([CH3:37])=[O:38].[Cl:1][c:2]1[c:3]([C:9](=[O:10])[NH:11][CH:12]2[CH2:13][CH2:14][N:15]([c:18]3[n:19][c:20]([Cl:24])[n:21][cH:22][cH:23]3)[CH2:16][CH2:17]2)[nH:4][c:5]([CH3:8])[c:6]1[Cl:7].[Na+:27].[O:28]=[CH:29][N:30]([CH3:31])[CH3:32].[OH2:39]>>[Cl:1][c:2]1[c:3]([C:9](=[O:10])[NH:11][CH:12]2[CH2:13][CH2:14][N:15]([c:18]3[n:19][c:20]([S:26][CH3:25])[n:21][cH:22][cH:23]3)[CH2:16][CH2:17]2)[nH:4][c:5]([CH3:8])[c:6]1[Cl:7]. Reactants: Cc1ccc(O)cn1, Cc1cc([N+](=O)[O-])ccc1F, [H-], [Na+], CN(C)C=O. Yields the product Cc1ccc(Oc2ccc([N+](=O)[O-])cc2C)cn1. As a reaction SMILES: [CH3:3][c:4]1[cH:5][cH:6][c:7]([OH:10])[cH:8][n:9]1.[F:11][c:12]1[c:13]([CH3:21])[cH:14][c:15]([N+:18](=[O:19])[O-:20])[cH:16][cH:17]1.[H-:2].[Na+:1].[O:22]=[CH:23][N:24]([CH3:25])[CH3:26]>>[CH3:3][c:4]1[cH:5][cH:6][c:7]([O:10][c:12]2[c:13]([CH3:21])[cH:14][c:15]([N+:18](=[O:19])[O-:20])[cH:16][cH:17]2)[cH:8][n:9]1. The reactants are COC(=O)[C@H]1CN(CC[C@@H]1C1=CC=C(C=C1)OCC1=CC(=NO1)C1=C(C(=CC=C1F)F)Cl)C(=O)OC(C)(C)C ((rac.)-(3R*,4S*)-4-{4-[3-(2-Chloro-3,6-difluoro-phenyl)-isoxazol-5-ylmethoxy]-phenyl}-piperidine-1,3-dicarboxylic Acid 1-tert-butyl Ester 3-methyl Ester), [OH-].[Na+] (NaOH), Cl (HCl). Solvent: C1CCOC1 (THF). Product: C(C)(C)(C)OC(=O)N1C[C@@H]([C@H](CC1)C1=CC=C(C=C1)OCC1=CC(=NO1)C1=C(C(=CC=C1F)F)Cl)C(=O)O ((rac.)-(3R*,4S*)-4-{4-[3-(2-Chloro-3,6-difluoro-phenyl)-isoxazol-5-ylmethoxy]-phenyl}-piperidine-1,3-dicarboxylic acid 1-tert-butyl ester). The yield is 99.9%. Reaction SMILES: C[O:2][C:3]([C@@H:5]1[C@@H:10]([C:11]2[CH:16]=[CH:15][C:14]([O:17][CH2:18][C:19]3[O:23][N:22]=[C:21]([C:24]4[C:29]([F:30])=[CH:28][CH:27]=[C:26]([F:31])[C:25]=4[Cl:32])[CH:20]=3)=[CH:13][CH:12]=2)[CH2:9][CH2:8][N:7]([C:33]([O:35][C:36]([CH3:39])([CH3:38])[CH3:37])=[O:34])[CH2:6]1)=[O:4].[OH-].[Na+].Cl>C1COCC1>[C:36]([O:35][C:33]([N:7]1[CH2:8][CH2:9][C@H:10]([C:11]2[CH:12]=[CH:13][C:14]([O:17][CH2:18][C:19]3[O:23][N:22]=[C:21]([C:24]4[C:29]([F:30])=[CH:28][CH:27]=[C:26]([F:31])[C:25]=4[Cl:32])[CH:20]=3)=[CH:15][CH:16]=2)[C@@H:5]([C:3]([OH:4])=[O:2])[CH2:6]1)=[O:34])([CH3:39])([CH3:37])[CH3:38] |f:1.2|. Reported procedure: A sol. of compound D1 (2.00 g, 3.72 mmol) in THF (30 mL) and aq. 1M NaOH (30 mL) was stirred at 70° C. overnight. Aq. 1M HCl was added until a pH=4 was reached. The mixture was extracted with EtOAc (3×). The combined org. extracts were dried over MgSO4, filtered, and the solvents were removed under reduced pressure. Drying under high vacuum yielded the crude title compound (2.04 g, quantitative yield) that was used further without purification. LC-MS: tR=1.08 min; ES+: 549.31. Reactants: CCOC(C)OC1(C)CCC(O[Si](CC)(CC)CC)CC(=O)OC(C(C)=CC=CC(C)(CC2OC2C(C)C(CC)O[Si](CC)(CC)CC)O[Si](CC)(CC)CC)C(C)C=CC1OC(C)=O, COC(C)(C)C, CO, [Cl-], [NH4+]. Product: CCOC(C)OC1(C)CCC(O[Si](CC)(CC)CC)CC(=O)OC(C(C)=CC=CC(C)(CC2OC2C(C)C(CC)O[Si](CC)(CC)CC)O[Si](CC)(CC)CC)C(C)C=CC1O. RXN SMILES: [C:1](=[O:2])([CH3:3])[O:4][CH:5]1[C:6]([CH3:59])([O:60][CH:61]([CH3:62])[O:63][CH2:64][CH3:65])[CH2:7][CH2:8][CH:9]([O:51][Si:52]([CH2:53][CH3:54])([CH2:55][CH3:56])[CH2:57][CH3:58])[CH2:10][C:11](=[O:12])[O:13][CH:14]([C:19](=[CH:20][CH:21]=[CH:22][C:23]([CH2:24][CH:25]2[CH:26]([CH:27]([CH:28]([CH2:29][CH3:30])[O:31][Si:32]([CH2:33][CH3:34])([CH2:35][CH3:36])[CH2:37][CH3:38])[CH3:39])[O:40]2)([O:41][Si:42]([CH2:43][CH3:44])([CH2:45][CH3:46])[CH2:47][CH3:48])[CH3:49])[CH3:50])[CH:15]([CH3:18])[CH:16]=[CH:17]1.[CH3:66][O:67][C:68]([CH3:69])([CH3:70])[CH3:71].[CH3:74][OH:75].[Cl-:72].[NH4+:73]>>[OH:4][CH:5]1[C:6]([CH3:59])([O:60][CH:61]([CH3:62])[O:63][CH2:64][CH3:65])[CH2:7][CH2:8][CH:9]([O:51][Si:52]([CH2:53][CH3:54])([CH2:55][CH3:56])[CH2:57][CH3:58])[CH2:10][C:11](=[O:12])[O:13][CH:14]([C:19](=[CH:20][CH:21]=[CH:22][C:23]([CH2:24][CH:25]2[CH:26]([CH:27]([CH:28]([CH2:29][CH3:30])[O:31][Si:32]([CH2:33][CH3:34])([CH2:35][CH3:36])[CH2:37][CH3:38])[CH3:39])[O:40]2)([O:41][Si:42]([CH2:43][CH3:44])([CH2:45][CH3:46])[CH2:47][CH3:48])[CH3:49])[CH3:50])[CH:15]([CH3:18])[CH:16]=[CH:17]1. Reactants: NC(C1=CC=C(C=C1)N[C@H](C=1C(=C(OCCOC(=O)C2=CC=NC=C2)C=C(C1)OC)F)C1=NN(C(=N1)OCOC(C(COC)(C)C)=O)C1=NC=CC=N1)=NC(C1=CC=CC=C1)=O (4-pyridinecarboxylic acid 2-(3-{(R)-(4-{amino[benzoylimino]methyl}phenylamino)-[5-(3-methoxy-2,2-dimethylpropionyloxymethoxy)-1-pyrimidin-2-yl-1H-[1,2,4]triazol-3-yl]methyl}-2-fluoro-5-methoxyphenoxy)ethyl ester), ClCCl (dichloromethane), C(C)(=O)OCC.Cl (hydrogen chloride-ethyl acetate). Run in CC(C)(C)OC (TBME), CC(C)(C)OC (TBME). Conditions: time 10 minute. Yields the product Cl.NC(C1=CC=C(C=C1)N[C@H](C=1C(=C(OCCOC(=O)C2=CC=NC=C2)C=C(C1)OC)F)C1=NN(C(=N1)OCOC(C(COC)(C)C)=O)C1=NC=CC=N1)=NC(C1=CC=CC=C1)=O (4-pyridinecarboxylic acid 2-(3-{(R)-(4-{amino[benzoylimino]methyl}phenylamino)-[5-(3-methoxy-2,2-dimethylpropionyloxymethoxy)-1-pyrimidin-2-yl-1H-[1,2,4]triazol-3-yl]methyl}-2-fluoro-5-methoxyphenoxy)ethyl ester hydrochloride). As a reaction SMILES: [NH2:1][C:2](=[N:54][C:55](=[O:62])[C:56]1[CH:61]=[CH:60][CH:59]=[CH:58][CH:57]=1)[C:3]1[CH:8]=[CH:7][C:6]([NH:9][C@@H:10]([C:32]2[N:36]=[C:35]([O:37][CH2:38][O:39][C:40](=[O:47])[C:41]([CH3:46])([CH3:45])[CH2:42][O:43][CH3:44])[N:34]([C:48]3[N:53]=[CH:52][CH:51]=[CH:50][N:49]=3)[N:33]=2)[C:11]2[C:12]([F:31])=[C:13]([CH:26]=[C:27]([O:29][CH3:30])[CH:28]=2)[O:14][CH2:15][CH2:16][O:17][C:18]([C:20]2[CH:25]=[CH:24][N:23]=[CH:22][CH:21]=2)=[O:19])=[CH:5][CH:4]=1.[Cl:63]CCl.C(OCC)(=O)C.Cl>CC(OC)(C)C>[ClH:63].[NH2:1][C:2](=[N:54][C:55](=[O:62])[C:56]1[CH:61]=[CH:60][CH:59]=[CH:58][CH:57]=1)[C:3]1[CH:4]=[CH:5][C:6]([NH:9][C@@H:10]([C:32]2[N:36]=[C:35]([O:37][CH2:38][O:39][C:40](=[O:47])[C:41]([CH3:46])([CH3:45])[CH2:42][O:43][CH3:44])[N:34]([C:48]3[N:53]=[CH:52][CH:51]=[CH:50][N:49]=3)[N:33]=2)[C:11]2[C:12]([F:31])=[C:13]([CH:26]=[C:27]([O:29][CH3:30])[CH:28]=2)[O:14][CH2:15][CH2:16][O:17][C:18]([C:20]2[CH:21]=[CH:22][N:23]=[CH:24][CH:25]=2)=[O:19])=[CH:7][CH:8]=1 |f:2.3,5.6|. Procedure details: To a mixture of 4-pyridinecarboxylic acid 2-(3-{(R)-(4-{amino[benzoylimino]methyl}phenylamino)-[5-(3-methoxy-2,2-dimethylpropionyloxymethoxy)-1-pyrimidin-2-yl-1H-[1,2,4]triazol-3-yl]methyl}-2-fluoro-5-methoxyphenoxy)ethyl ester (Example 4d, 208 mg), dichloromethane (3 mL), and TBME (6 mL), 0.4 M hydrogen chloride-ethyl acetate solution (0.62 mL) was added dropwise at room temperature. TBME (6 mL) was added to the resulting mixture, and after stirring the resulting mixture for 10 minutes, the mix... Reactants: ClC=1N=NC(=CC1)OC (3-chloro-6-methoxypyridazine). Reagents/catalysts: [Br-].C(CCC)[N+](CCCC)(CCCC)CCCC (tetrabutylammonium bromide), Cl[Ni]([P](C1=CC=CC=C1)(C2=CC=CC=C2)C3=CC=CC=C3)([P](C4=CC=CC=C4)(C5=CC=CC=C5)C6=CC=CC=C6)Cl (dichlorobis(triphenylphosphine)nickel(II)), [Zn] (zinc). Solvent: CN(C)C=O (DMF). Conditions: time 30 minute. Yields the product COC1=CC=C(N=N1)C=1N=NC(=CC1)OC (6,6′-dimethoxy-3,3′-bipyridazine). The yield is 96.0%. As a reaction SMILES: Cl[C:2]1[N:3]=[N:4][C:5]([O:8][CH3:9])=[CH:6][CH:7]=1>[Br-].C([N+](CCCC)(CCCC)CCCC)CCC.Cl[Ni](Cl)([P](C1C=CC=CC=1)(C1C=CC=CC=1)C1C=CC=CC=1)[P](C1C=CC=CC=1)(C1C=CC=CC=1)C1C=CC=CC=1.[Zn].CN(C=O)C>[CH3:9][O:8][C:5]1[N:4]=[N:3][C:2]([C:2]2[N:3]=[N:4][C:5]([O:8][CH3:9])=[CH:6][CH:7]=2)=[CH:7][CH:6]=1 |f:1.2,^1:30,49|. Procedure details: In a 100 ml two-necked flask, 1.55 g (2.1 mmol) of dichlorobis(triphenylphosphine)nickel(II), 452 mg (6.95 mmol) of zinc and 2.23 g (6.95 mmol) of tetrabutylammonium bromide are solubilized in 40 ml of freshly distilled DMF. After degassing, the solution is stirred at ambient temperature for 30 min (the green starting solution turns brown). 1 g (6.95 mmol) of 3-chloro-6-methoxypyridazine 14 is added to this solution, and the reaction mixture is heated at 55° C. for 8 hours. After the solvent has... RXN SMILES: [CH2:1]([O:8][C:9]([N:11]1[CH:16]=[CH:15][C:14](=[O:17])[CH2:13][CH:12]1[C:18]1[CH:23]=[CH:22][C:21]([F:24])=[CH:20][C:19]=1[CH3:25])=[O:10])[C:2]1[CH:7]=[CH:6][CH:5]=[CH:4][CH:3]=1>[Zn].C(O)(=O)C>[CH2:1]([O:8][C:9]([N:11]1[CH2:16][CH2:15][C:14](=[O:17])[CH2:13][CH:12]1[C:18]1[CH:23]=[CH:22][C:21]([F:24])=[CH:20][C:19]=1[CH3:25])=[O:10])[C:2]1[CH:3]=[CH:4][CH:5]=[CH:6][CH:7]=1. Reactants: C(C1=CC=CC=C1)OC(=O)N1C(CC(C=C1)=O)C1=C(C=C(C=C1)F)C (1-benzyloxycarbonyl-2-(4-fluoro-2-methylphenyl)-4-oxo-2,3-dihydro-1H-pyridine). Reagents/catalysts: [Zn] (zinc). Procedure: To 4600 ml of an acetic acid solution containing 190 g of 1-benzyloxycarbonyl-2-(4-fluoro-2-methylphenyl)-4-oxo-2,3-dihydro-1H-pyridine was added 91 g of zinc powder, and the mixture was stirred at room temperature for 24 hours. Insoluble materials were filtered off from the reaction solution, and the filtrate was concentrated. To the residue was added 400 ml of ethyl acetate, and the mixture was washed with an aqueous sodium hydrogen carbonate solution and saturated brine, dried and concentrate... The solvent is C(C)(=O)O (acetic acid). Yield: 86.9%. Conditions: time 24 hour. The product is C(C1=CC=CC=C1)OC(=O)N1C(CC(CC1)=O)C1=C(C=C(C=C1)F)C (1-benzyloxycarbonyl-2-(4-fluoro-2-methylphenyl)-4-oxopiperidine). Starting materials: BrC=1C=2C3=C(C(NC2C(=CC1OC)C)=O)SC=C3 (9-bromo-8-methoxy-6-methylthieno[2,3-c]quinolin-4(5H)-one), FC1=C(C=CC(=C1)B1OC(C(O1)(C)C)(C)C)C(CNC(OC(C)(C)C)=O)(C)C (tert-butyl 2-(2-fluoro-4-(4,4,5,5-tetramethyl-1,3,2-dioxaborolan-2-yl)phenyl)-2-methylpropylcarbamate). Product: FC1=C(C=CC(=C1)C=1C=2C3=C(C(NC2C(=CC1OC)C)=O)SC=C3)C(CNC(OC(C)(C)C)=O)(C)C (tert-Butyl 2-(2-fluoro-4-(8-methoxy-6-methyl-4-oxo-4,5-dihydrothieno[2,3-c]quinolin-9-yl)phenyl)-2-methylpropylcarbamate). Yield: 55.3%. Reaction SMILES: Br[C:2]1[C:3]2[C:4]3[CH:18]=[CH:17][S:16][C:5]=3[C:6](=[O:15])[NH:7][C:8]=2[C:9]([CH3:14])=[CH:10][C:11]=1[O:12][CH3:13].[F:19][C:20]1[CH:25]=[C:24](B2OC(C)(C)C(C)(C)O2)[CH:23]=[CH:22][C:21]=1[C:35]([CH3:46])([CH3:45])[CH2:36][NH:37][C:38](=[O:44])[O:39][C:40]([CH3:43])([CH3:42])[CH3:41]>>[F:19][C:20]1[CH:25]=[C:24]([C:2]2[C:3]3[C:4]4[CH:18]=[CH:17][S:16][C:5]=4[C:6](=[O:15])[NH:7][C:8]=3[C:9]([CH3:14])=[CH:10][C:11]=2[O:12][CH3:13])[CH:23]=[CH:22][C:21]=1[C:35]([CH3:46])([CH3:45])[CH2:36][NH:37][C:38](=[O:44])[O:39][C:40]([CH3:42])([CH3:41])[CH3:43]. Reported procedure: Following General Procedure B, 9-bromo-8-methoxy-6-methylthieno[2,3-c]quinolin-4(5H)-one (150 mg, 0.46 mmol) was reacted with tert-butyl 2-(2-fluoro-4-(4,4,5,5-tetramethyl-1,3,2-dioxaborolan-2-yl)phenyl)-2-methylpropylcarbamate (270 mg, 0.64 mmol) to afford the desired product (130 mg, 56%) as a light brown solid: ESI MS m/z 511 [C28H31FN2O4S+H]+. Starting materials: ClC1=CC(=CC=C1)C(=O)OO (m-chloroperbenzoic acid), mixture, C1(=CC=CC=C1)C(C1=CC=CC=C1)OC(=S)C1=C(CS[C@H]2N1C([C@H]2NC(CC2=CC=CC=C2)=O)=O)C2=CC=CC=C2 (7β-phenylacetylamino-3-phenylthio-3-cephem-4-carboxylic acid diphenylmethyl ester), C1(=CC=CC=C1)C(C1=CC=CC=C1)OC(=S)[C@H]1C(=CS[C@H]2N1C([C@H]2NC(CC2=CC=CC=C2)=O)=O)C2=CC=CC=C2 (7β-phenylacetylamino-3-phenylthio-2-cephem-4α-carboxylic acid diphenylmethyl ester). Solvent: C(Cl)Cl (methylene chloride), C(C)(=O)OCC (ethyl acetate), C(Cl)Cl (methylene chloride). Reaction conditions: time 30 minute. Yields the product C1(=CC=CC=C1)C(C1=CC=CC=C1)OC(=S)C1=C(CS([C@H]2N1C([C@H]2NC(CC2=CC=CC=C2)=O)=O)=O)C2=CC=CC=C2 (7β-Phenylacetylamino-3-phenylthio-3-cephem-4-carboxylic acid diphenylmethyl ester 1-oxide). As a reaction SMILES: ClC1C=CC=C(C(OO)=[O:9])C=1.[C:12]1([CH:18]([O:25][C:26]([C:28]2[N:33]3[C:34](=[O:46])[C@@H:35]([NH:36][C:37](=[O:45])[CH2:38][C:39]4[CH:44]=[CH:43][CH:42]=[CH:41][CH:40]=4)[C@H:32]3[S:31][CH2:30][C:29]=2[C:47]2[CH:52]=[CH:51][CH:50]=[CH:49][CH:48]=2)=[S:27])[C:19]2[CH:24]=[CH:23][CH:22]=[CH:21][CH:20]=2)[CH:17]=[CH:16][CH:15]=[CH:14][CH:13]=1.C1(C(OC([C@@H]2N3C(=O)[C@@H](NC(=O)CC4C=CC=CC=4)[C@H]3SC=C2C2C=CC=CC=2)=S)C2C=CC=CC=2)C=CC=CC=1>C(Cl)Cl.C(OCC)(=O)C>[C:12]1([CH:18]([O:25][C:26]([C:28]2[N:33]3[C:34](=[O:46])[C@@H:35]([NH:36][C:37](=[O:45])[CH2:38][C:39]4[CH:40]=[CH:41][CH:42]=[CH:43][CH:44]=4)[C@H:32]3[S:31](=[O:9])[CH2:30][C:29]=2[C:47]2[CH:48]=[CH:49][CH:50]=[CH:51][CH:52]=2)=[S:27])[C:19]2[CH:20]=[CH:21][CH:22]=[CH:23][CH:24]=2)[CH:17]=[CH:16][CH:15]=[CH:14][CH:13]=1. Procedure details: A solution of 410 mg (2.03 mmols) of m-chloroperbenzoic acid in 10 ml of methylene chloride is added to a solution of 1.10 g (1.85 mmols) of a mixture of isomers consisting of 7β-phenylacetylamino-3-phenylthio-3-cephem-4-carboxylic acid diphenylmethyl ester and 7β-phenylacetylamino-3-phenylthio-2-cephem-4α-carboxylic acid diphenylmethyl ester in 11 ml of methylene chloride at 0° C. and the mixture is stirred in an ice bath for 30 minutes. The reaction mixture is diluted with ethyl acetate and wa... The reactants are Clc1ncnc2[nH]nc(Br)c12, Cc1c(NCCN2CCCC2)cc(COCC(F)(F)F)cc1N1CCNCC1, CO, CC(C)O, ClCCl, Cl, Cl. Yields the product Cc1c(NCCN2CCCC2)cc(COCC(F)(F)F)cc1N1CCN(c2ncnc3[nH]nc(Br)c23)CC1. RXN SMILES: [Br:35][c:36]1[n:37][nH:38][c:39]2[n:40][cH:41][n:42][c:43]([Cl:45])[c:44]12.[CH3:3][c:4]1[c:5]([NH:23][CH2:24][CH2:25][N:26]2[CH2:27][CH2:28][CH2:29][CH2:30]2)[cH:6][c:7]([CH2:16][O:17][CH2:18][C:19]([F:20])([F:21])[F:22])[cH:8][c:9]1[N:10]1[CH2:11][CH2:12][NH:13][CH2:14][CH2:15]1.[CH3:46][OH:47].[CH:31]([OH:32])([CH3:33])[CH3:34].[Cl:48][CH2:49][Cl:50].[ClH:1].[ClH:2]>>[CH3:3][c:4]1[c:5]([NH:23][CH2:24][CH2:25][N:26]2[CH2:27][CH2:28][CH2:29][CH2:30]2)[cH:6][c:7]([CH2:16][O:17][CH2:18][C:19]([F:20])([F:21])[F:22])[cH:8][c:9]1[N:10]1[CH2:11][CH2:12][N:13]([c:43]2[n:42][cH:41][n:40][c:39]3[nH:38][n:37][c:36]([Br:35])[c:44]32)[CH2:14][CH2:15]1.